The task is: describe an organic reaction: reactants, conditions, products, and yield. This data is from the Open Reaction Database (ORD), a public repository of structured organic reaction records. Starting materials: CC(C)(C)OC(=O)N1CC2CC2C1CNc1ncc(Br)cn1, Cl, C1COCCO1. Product: Brc1cnc(NCC2NCC3CC32)nc1. As a reaction SMILES: [C:2]([O:3][C:4](=[O:5])[N:9]1[CH:10]([CH2:15][NH:16][c:17]2[n:18][cH:19][c:20]([Br:23])[cH:21][n:22]2)[CH:11]2[CH2:12][CH:13]2[CH2:14]1)([CH3:6])([CH3:7])[CH3:8].[ClH:1].[O:24]1[CH2:25][CH2:26][O:27][CH2:28][CH2:29]1>>[NH:9]1[CH:10]([CH2:15][NH:16][c:17]2[n:18][cH:19][c:20]([Br:23])[cH:21][n:22]2)[CH:11]2[CH2:12][CH:13]2[CH2:14]1. The yield is 92.6%. The reagents and catalysts are [Cu](I)I (copper iodide). Starting materials: IC1=CC=C(C=C1)C (1-iodo-4-methylbenzene), FC(C(=O)[O-])(C(F)(F)F)F.[K+] (potassium 2,2,3,3,3-pentafluoropropanoate), O (Water), CCOCC (ether). Conditions: temperature 120 celsius, time 30 minute. Reported procedure: Procedure adapted from Syn. Comm., (1988) 18(9):965-972. A mixture of copper iodide (129 g, 679 mmol), 1-iodo-4-methylbenzene (1) (74 g, 339 mmol) and potassium 2,2,3,3,3-pentafluoropropanoate (120 g, 594 mmol) were dissolved in DMF (500 mL) and heated to 120° C. for 30 minutes and then heated at 160° C. for 4 hours, after which the mixture was allowed to cool to room temperature. Water (200 mL) and ether (200 mL) were added and after stirring for 30 minutes the solids were filtered and washed w... Solvent: CN(C)C=O (DMF). Product: CC1=CC=C(C=C1)C(C(F)(F)F)(F)F (1-methyl-4-(perfluoroethyl)benzene). Reaction SMILES: IC1[CH:7]=[CH:6][C:5]([CH3:8])=[CH:4][CH:3]=1.[F:9][C:10]([F:18])([C:14]([F:17])([F:16])[F:15])[C:11]([O-])=O.[K+].O.CCOCC>CN(C=O)C.[Cu](I)I>[CH3:8][C:5]1[CH:6]=[CH:7][C:11]([C:10]([F:18])([F:9])[C:14]([F:17])([F:16])[F:15])=[CH:3][CH:4]=1 |f:1.2|. The reactants are ice, C(CCC=C)O (4-penten-1-ol), N1=CC=CC=C1 (pyridine), C1(=CC=CC=C1)S(=O)(=O)Cl (benzene sulfonyl chloride). Reported procedure: An ice cold solution of 0.584 g (6.66 mmol) 4-penten-1-ol and 1.11 ml (14.0 mmol) pyridine in 5 ml DCM is treated with 0.866 ml (6.77 mmol) benzene sulfonyl chloride. After 30 minutes at 0° C. the mixture is stirred overnight at rt. The mixture is diluted with DCM, washed with 5% aqueous citric acid, water and 5% aqueous NaHCO3, dried with sodium sulfate and evaporated, yielding the benzenesulfonic acid pent-4-enyl ester as a colorless oil that is used without further purification. The product is C(CCC=C)OS(=O)(=O)C1=CC=CC=C1 (benzenesulfonic acid pent-4-enyl ester). Solvent: C(Cl)Cl (DCM), C(Cl)Cl (DCM). Reaction conditions: temperature 0 celsius, time 8 hour. Reaction SMILES: [CH2:1]([OH:6])[CH2:2][CH2:3][CH:4]=[CH2:5].N1C=CC=CC=1.[C:13]1([S:19](Cl)(=[O:21])=[O:20])[CH:18]=[CH:17][CH:16]=[CH:15][CH:14]=1>C(Cl)Cl>[CH2:1]([O:6][S:19]([C:13]1[CH:18]=[CH:17][CH:16]=[CH:15][CH:14]=1)(=[O:21])=[O:20])[CH2:2][CH2:3][CH:4]=[CH2:5]. The reactants are C(CCCC)OC=1C=C(C=CC1)O (3-pentyloxyphenol), resultant mixture, [H-].[Na+] (NaH), BrCCCO (3-Bromopropanol). The solvent is CN(C=O)C (dimethylformamide), CN(C=O)C (dimethylformamide). Reaction conditions: time 45 minute. Product: C(CCCC)OC=1C=C(OCCCO)C=CC1 (3-[3-(pentyloxy)phenoxy]propanol). RXN SMILES: [H-].[Na+].[CH2:3]([O:8][C:9]1[CH:10]=[C:11]([OH:15])[CH:12]=[CH:13][CH:14]=1)[CH2:4][CH2:5][CH2:6][CH3:7].Br[CH2:17][CH2:18][CH2:19][OH:20]>CN(C)C=O>[CH2:3]([O:8][C:9]1[CH:10]=[C:11]([CH:12]=[CH:13][CH:14]=1)[O:15][CH2:17][CH2:18][CH2:19][OH:20])[CH2:4][CH2:5][CH2:6][CH3:7] |f:0.1|. Procedure: A mixture of 0.80 g of 60% NaH in 28 ml of anhydrous dimethylformamide is cooled in an ice bath. To this is added 3.01 g of the above 3-pentyloxyphenol oil dissolved in 7 ml of anhydrous dimethylformamide. This mixture is then stirred at room temperature for 45 minutes; 1.81 ml of 3-Bromopropanol are added; and the resultant mixture is stirred at 60° C. for 17 hours. The solvent is removed under vacuum, and the residue worked up in same manner as above. The residue obtained is flash chromatograp... The reactants are Cl.N[C@@](CO)(CCC=1N(C(=CC1)C(CCCCC1=CC=CC=C1)=O)C)C ((2R)-2-amino-2-methyl-4-[1-methyl-5-(5-phenylpentanoyl)pyrrol-2-yl]butan-1-ol hydrochloride), [OH-].[Na+] (sodium hydroxide). Solvent: ClCCl (dichloromethane). Run at time 5 minute. Yields the product N[C@@](CO)(CCC=1N(C(=CC1)C(CCCCC1=CC=CC=C1)=O)C)C ((2R)-2-amino-2-methyl-4-[1-methyl-5-(5-phenylpentanoyl)pyrrol-2-yl]butan-1-ol). RXN SMILES: Cl.[NH2:2][C@:3]([CH3:26])([CH2:6][CH2:7][C:8]1[N:9]([CH3:25])[C:10]([C:13](=[O:24])[CH2:14][CH2:15][CH2:16][CH2:17][C:18]2[CH:23]=[CH:22][CH:21]=[CH:20][CH:19]=2)=[CH:11][CH:12]=1)[CH2:4][OH:5].[OH-].[Na+]>ClCCl>[NH2:2][C@:3]([CH3:26])([CH2:6][CH2:7][C:8]1[N:9]([CH3:25])[C:10]([C:13](=[O:24])[CH2:14][CH2:15][CH2:16][CH2:17][C:18]2[CH:23]=[CH:22][CH:21]=[CH:20][CH:19]=2)=[CH:11][CH:12]=1)[CH2:4][OH:5] |f:0.1,2.3|. Procedure: To a suspension of (2R)-2-amino-2-methyl-4-[1-methyl-5-(5-phenylpentanoyl)pyrrol-2-yl]butan-1-ol hydrochloride (185 mg, 0.49 mmol) obtained in Example (33b) in dichloromethane (10 ml) was added 1N aqueous sodium hydroxide solution, and the resulting mixture was stirred for 5 minutes. After stirring, the reaction mixture was extracted with dichloromethane, and the extract was washed with saturated aqueous sodium chloride solution and dried over anhydrous sodium sulfate. After filtration, the solv... Starting materials: O1C(=CC=C1)C(C)O (1(2-furyl)-1-ethanol), Cl[O-].[Na+] (sodium hypochlorite), ClCl (Chlorine). Solvent: O1CCCC1 (tetrahydrofuran), O (water). The product is CC1=C(C(=O)C=CO1)O (maltol). Reaction SMILES: [O:1]1[CH:5]=[CH:4][CH:3]=[C:2]1[CH:6]([OH:8])[CH3:7].Cl[O-:10].[Na+].ClCl>O1CCCC1.O>[CH3:7][C:6]1[O:8][CH:5]=[CH:4][C:3](=[O:10])[C:2]=1[OH:1] |f:1.2|. Reported procedure: To a solution of 1(2-furyl)-1-ethanol (0.05 mole) in 15 ml of tetrahydrofuran and 15 ml of water at 5° C. is added 21.7 ml of 2.8 M sodium hypochlorite solution. Chlorine (0.05 mole) is added to the reaction flask via a gas inlet tube maintaining the reaction temperature below 5° C. The reaction mixture is then heated to reflux and the tetrahydrofuran removed by distillation. Heating is continued for an additional hour. The reaction mixture is cooled and maltol is isolated by the procedure descr... Reactants: ClC(Cl)Cl, Cl, Cc1cc2c(cc1C(=O)N(C(C)C)C1CCCN(C(=O)OC(C)(C)C)C1)N(CCNC(=O)C(F)F)C(=O)C(C)(C)S2, C1COCCO1. Yields the product Cl, Cc1cc2c(cc1C(=O)N(C(C)C)C1CCCNC1)N(CCNC(=O)C(F)F)C(=O)C(C)(C)S2. RXN SMILES: [CH:49]([Cl:50])([Cl:51])[Cl:52].[ClH:48].[F:1][CH:2]([C:3](=[O:4])[NH:5][CH2:6][CH2:7][N:8]1[C:9](=[O:40])[C:10]([CH3:38])([CH3:39])[S:11][c:12]2[c:13]1[cH:14][c:15]([C:19](=[O:20])[N:21]([CH:22]1[CH2:23][N:24]([C:28]([O:29][C:30]([CH3:31])([CH3:32])[CH3:33])=[O:34])[CH2:25][CH2:26][CH2:27]1)[CH:35]([CH3:36])[CH3:37])[c:16]([CH3:18])[cH:17]2)[F:41].[O:42]1[CH2:43][CH2:44][O:45][CH2:46][CH2:47]1>>[ClH:48].[F:1][CH:2]([C:3](=[O:4])[NH:5][CH2:6][CH2:7][N:8]1[C:9](=[O:40])[C:10]([CH3:38])([CH3:39])[S:11][c:12]2[c:13]1[cH:14][c:15]([C:19](=[O:20])[N:21]([CH:22]1[CH2:23][NH:24][CH2:25][CH2:26][CH2:27]1)[CH:35]([CH3:36])[CH3:37])[c:16]([CH3:18])[cH:17]2)[F:41]. The reactants are OCCC1CCC2=CC=C(C=C12)OC (1-(2-hydroxyethyl)-6-methoxyindan), P(Br)(Br)Br (phosphorus tribromide), O (water). Solvent: ClCCl (dichloromethane). Run at time 30 minute. The product is BrCCC1CCC2=CC=C(C=C12)OC (1-(2-Bromoethyl)-6-methoxyindan). The yield is 27.4%. As a reaction SMILES: O[CH2:2][CH2:3][CH:4]1[C:12]2[C:7](=[CH:8][CH:9]=[C:10]([O:13][CH3:14])[CH:11]=2)[CH2:6][CH2:5]1.P(Br)(Br)[Br:16].O>ClCCl>[Br:16][CH2:2][CH2:3][CH:4]1[C:12]2[C:7](=[CH:8][CH:9]=[C:10]([O:13][CH3:14])[CH:11]=2)[CH2:6][CH2:5]1. Procedure details: To a solution of 1-(2-hydroxyethyl)-6-methoxyindan (4.95 g, 25.7 mmol) in dichloromethane (100 ml) was added dropwise at −5° C. phosphorus tribromide (0.86 ml, 2084 27.0 mmol). The mixture was stirred for 30 minutes. To the reaction mixture was added water, which was subjected to extraction with chloroform. The extract solution was washed with brine and dried over anhydrous magnesium sulfate, followed by distilling off the solvent under reduced pressure. The residue was purified by means of a si... Reactants: C[O-].[Na+] (Sodium methoxide), C(=C)S(=O)(=O)N1CCN(CC1)C1=CC=C(NC2=NC=CC(=N2)C2=CN=C(N2C(C)C)C)C=C1 (2-{4-[4-(Vinylsulphonyl)piperazin-1-yl]anilino}-4-(1-isopropyl-2-methyl-1H-imidazol-5-yl)pyrimidine). Solvent: CO (MeOH). Run at time 5 hour. Product: COCCS(=O)(=O)N1CCN(CC1)C1=CC=C(NC2=NC=CC(=N2)C2=CN=C(N2C(C)C)C)C=C1 (2-{4-[4-(2-Methoxyethylsulphonyl)piperazin-1-yl]anilino}-4-(1-isopropyl-2-methyl-1H-imidazol-5-yl)pyrimidine). RXN SMILES: [CH3:1][O-:2].[Na+].[CH:4]([S:6]([N:9]1[CH2:14][CH2:13][N:12]([C:15]2[CH:36]=[CH:35][C:18]([NH:19][C:20]3[N:25]=[C:24]([C:26]4[N:30]([CH:31]([CH3:33])[CH3:32])[C:29]([CH3:34])=[N:28][CH:27]=4)[CH:23]=[CH:22][N:21]=3)=[CH:17][CH:16]=2)[CH2:11][CH2:10]1)(=[O:8])=[O:7])=[CH2:5]>CO>[CH3:1][O:2][CH2:5][CH2:4][S:6]([N:9]1[CH2:14][CH2:13][N:12]([C:15]2[CH:36]=[CH:35][C:18]([NH:19][C:20]3[N:25]=[C:24]([C:26]4[N:30]([CH:31]([CH3:32])[CH3:33])[C:29]([CH3:34])=[N:28][CH:27]=4)[CH:23]=[CH:22][N:21]=3)=[CH:17][CH:16]=2)[CH2:11][CH2:10]1)(=[O:7])=[O:8] |f:0.1|. Procedure: Sodium methoxide (40 mg 0.74 mmol) was added to 2-{4-[4-(vinylsulphonyl)piperazin-1-yl]anilino}-4-(1-isopropyl-2-methyl-1H-imidazol-5-yl)pyrimidine (Example 29; 300 mg 0.64 mmol) in MeOH (4 ml). After stirring at room temperature for 5 hours, the reaction was evaporated. After chromatography on silica gel using MeOH:DCM:EtOAc (5:47.5:47.5) and trituration with ether, the title compound was obtained as a yellow solid. NMR: 1.41 (d, 6H), 2.47 (s, 3H), 3.13 (m, 4H), 3.26 (4H alongside exchangeables... Reactants: OCC(C=C)C (1-hydroxy-2-methyl-3-butene), [Si](C)(C)(C(C)(C)C)Cl (t-butyldimethylsilyl chloride), N1C=NC=C1 (imidazole), O (water). Solvent: CN(C)C=O (DMF), ClCCl (dichloromethane). Product: [Si](C)(C)(C(C)(C)C)OCC(C=C)C (1-t-butyldimethylsilyloxy-2-methyl-3-butene). The yield is 96.8%. Reaction SMILES: [OH:1][CH2:2][CH:3]([CH3:6])[CH:4]=[CH2:5].[Si:7](Cl)([C:10]([CH3:13])([CH3:12])[CH3:11])([CH3:9])[CH3:8].N1C=CN=C1.O>CN(C=O)C.ClCCl>[Si:7]([O:1][CH2:2][CH:3]([CH3:6])[CH:4]=[CH2:5])([C:10]([CH3:13])([CH3:12])[CH3:11])([CH3:9])[CH3:8]. Reported procedure: Commercially available 1-hydroxy-2-methyl-3-butene (1.91 g) was silylated with 5 g t-butyldimethylsilyl chloride and 4.7 g imidazole in 5 mL DMF and 5 mL dichloromethane for 3 hours. The mixture was poured into water and extracted with 9:1 hexane:ether. The extracts were combined and concentrated to afford 4.3 g 1-t-butyldimethylsilyloxy-2-methyl-3-butene which was used without further purification. The silyloxybutene and 3 mg Sudan 7B red dye were dissolved in 50 mL dichloromethane and treated ...